Dataset: the Open Reaction Database (ORD), a public repository of structured organic reaction records. Task: describe an organic reaction: reactants, conditions, products, and yield Starting materials: CI, Cl, [H-], [Na+], C1CCOC1, OCc1coc(SCCC(F)=C(F)F)n1. The product is COCc1coc(SCCC(F)=C(F)F)n1. Reaction SMILES: [CH3:18][I:19].[ClH:20].[H-:17].[Na+:16].[O:21]1[CH2:22][CH2:23][CH2:24][CH2:25]1.[OH:1][CH2:2][c:3]1[n:4][c:5]([S:8][CH2:9][CH2:10][C:11](=[C:12]([F:13])[F:14])[F:15])[o:6][cH:7]1>>[O:1]([CH2:2][c:3]1[n:4][c:5]([S:8][CH2:9][CH2:10][C:11](=[C:12]([F:13])[F:14])[F:15])[o:6][cH:7]1)[CH3:18]. Reactants: C(C)(C)(C)C1=C(OC=2C=CC3=C(N(C(=N3)COC3=CC=C(CC4C(NC(S4)=O)=O)C=C3)C)C2)C=C(C(=C1)O)C(C)(C)C (5-{4-[6-(2,5-di-t-butyl-4-hydroxyphenoxy)-1-methyl-1H-benzimidazole-2-ylmethoxy]benzyl}thiazolidine-2,4-dione), Cl.C(C)(=O)OCC (hydrogen chloride ethyl acetate). Yields the product Cl.C(C)(C)(C)C1=C(OC=2C=CC3=C(N(C(=N3)COC3=CC=C(CC4C(NC(S4)=O)=O)C=C3)C)C2)C=C(C(=C1)O)C(C)(C)C (5-{4-[6-(2,5-Di-t-butyl-4-hydroxyphenoxy)-1-methyl-1H-benzimidazole-2-ylmethoxy]benzyl}thiazolidine-2,4-dione hydrochloride). Reaction SMILES: [C:1]([C:5]1[CH:37]=[C:36]([OH:38])[C:35]([C:39]([CH3:42])([CH3:41])[CH3:40])=[CH:34][C:6]=1[O:7][C:8]1[CH:9]=[CH:10][C:11]2[N:15]=[C:14]([CH2:16][O:17][C:18]3[CH:31]=[CH:30][C:21]([CH2:22][CH:23]4[S:27][C:26](=[O:28])[NH:25][C:24]4=[O:29])=[CH:20][CH:19]=3)[N:13]([CH3:32])[C:12]=2[CH:33]=1)([CH3:4])([CH3:3])[CH3:2].[ClH:43].C(OCC)(=O)C>>[ClH:43].[C:1]([C:5]1[CH:37]=[C:36]([OH:38])[C:35]([C:39]([CH3:42])([CH3:41])[CH3:40])=[CH:34][C:6]=1[O:7][C:8]1[CH:9]=[CH:10][C:11]2[N:15]=[C:14]([CH2:16][O:17][C:18]3[CH:31]=[CH:30][C:21]([CH2:22][CH:23]4[S:27][C:26](=[O:28])[NH:25][C:24]4=[O:29])=[CH:20][CH:19]=3)[N:13]([CH3:32])[C:12]=2[CH:33]=1)([CH3:3])([CH3:4])[CH3:2] |f:1.2,3.4|. Procedure: In a similar manner to that described in Example (2-2b), a reaction was carried out using 5-{4-[6-(2,5-di-t-butyl-4-hydroxyphenoxy)-1-methyl-1H-benzimidazole-2-ylmethoxy]benzyl}thiazolidine-2,4-dione (0.73 g) and 4N hydrogen chloride/ethyl acetate (20 ml) and the reaction mixture was purified to give the title compound (0.31 g). The reactants are Example 10 ( a ), [Cl-].[Al+3].[Cl-].[Cl-] (aluminum chloride), C(C)(C)O (isopropanol), ClC1=C(C=C(C(=O)Cl)C=C1)S(N)(=O)=O (4-chloro-3-sulfamoylbenzoyl chloride), CN1C(=CC2=CC=CC=C12)C (1,2-dimethylindole). Run in ClC(C)Cl (dichloro-ethane). Product: ClC1=C(C=C(C(=O)C2=C(N(C3=CC=CC=C23)C)C)C=C1)S(N)(=O)=O (3-(4-Chloro-3-sulfamoylbenzoyl)-1,2-dimethylindole). As a reaction SMILES: [Cl:1][C:2]1[CH:10]=[CH:9][C:5]([C:6](Cl)=[O:7])=[CH:4][C:3]=1[S:11](=[O:14])(=[O:13])[NH2:12].[CH3:15][N:16]1[C:24]2[C:19](=[CH:20][CH:21]=[CH:22][CH:23]=2)[CH:18]=[C:17]1[CH3:25].[Cl-].[Al+3].[Cl-].[Cl-].C(O)(C)C>ClC(Cl)C>[Cl:1][C:2]1[CH:10]=[CH:9][C:5]([C:6]([C:18]2[C:19]3[C:24](=[CH:23][CH:22]=[CH:21][CH:20]=3)[N:16]([CH3:15])[C:17]=2[CH3:25])=[O:7])=[CH:4][C:3]=1[S:11](=[O:14])(=[O:13])[NH2:12] |f:2.3.4.5|. Reported procedure: is obtained as described in Example 10 (a) from 10 g 4-chloro-3-sulfamoylbenzoyl chloride and 6.53 g 1,2-dimethylindole in dichloro-ethane in the presence of 12 g aluminum chloride. After treatment with isopropanol, crystals having a melting point of 247°-249° C. are obtained. Starting materials: ClC1=C(C(=O)N)C(=CC(=N1)Cl)NC1=CC=C(C=C1)C(=O)N1CCOCC1 (2,6-dichloro-4-(4-(morpholine-4-carbonyl)phenylamino)nicotinamide), [OH-].[Na+] (sodium hydroxide), C(CC)O (1-propanol), Cl (HCl). Run in O (water). Conditions: time 2 hour. Yields the product ClC1=NC(=C(C(=O)N)C(=C1)NC1=CC=C(C=C1)C(=O)N1CCOCC1)OCCC (6-Chloro-4-(4-(morpholine-4-carbonyl)phenylamino)-2-propoxynicotinamide). Reaction SMILES: [OH-].[Na+].Cl[C:4]1[N:12]=[C:11]([Cl:13])[CH:10]=[C:9]([NH:14][C:15]2[CH:20]=[CH:19][C:18]([C:21]([N:23]3[CH2:28][CH2:27][O:26][CH2:25][CH2:24]3)=[O:22])=[CH:17][CH:16]=2)[C:5]=1[C:6]([NH2:8])=[O:7].Cl.[CH2:30]([OH:33])[CH2:31][CH3:32]>O>[Cl:13][C:11]1[CH:10]=[C:9]([NH:14][C:15]2[CH:16]=[CH:17][C:18]([C:21]([N:23]3[CH2:24][CH2:25][O:26][CH2:27][CH2:28]3)=[O:22])=[CH:19][CH:20]=2)[C:5]([C:6]([NH2:8])=[O:7])=[C:4]([O:33][CH2:30][CH2:31][CH3:32])[N:12]=1 |f:0.1|. Procedure details: A mixture of powdered solid sodium hydroxide (121 mg, 3.04 mmol) in 1-propanol (10 mL) was stirred at rt until the solid material dissolved. Then 2,6-dichloro-4-(4-(morpholine-4-carbonyl)phenylamino)nicotinamide (600 mg, 1.518 mmol) was added and the mixture was stirred. The resulting suspension was placed in a heating block at 60° C. for 2 hrs. Next, the reaction mixture was cooled to rt and acidified with HCl (4 ml, 1N) and diluted with water. The cloudy precipitate was extracted into CH2Cl2 a... The reactants are Fc1cc(Br)cc(Br)c1, CNC1CCN(C)CC1, Cc1ccccc1, CC(C)(C)[O-], CCOC(C)=O, [Na+], O=C(C=Cc1ccccc1)C=Cc1ccccc1, O=C(C=Cc1ccccc1)C=Cc1ccccc1, O=C(C=Cc1ccccc1)C=Cc1ccccc1, [Pd], [Pd], c1ccc(P(c2ccccc2)c2ccc3ccccc3c2-c2c(P(c3ccccc3)c3ccccc3)ccc3ccccc23)cc1. The product is CN1CCC(NCc2cc(F)cc(Br)c2)CC1. As a reaction SMILES: [Br:1][c:2]1[cH:3][c:4]([Br:9])[cH:5][c:6]([F:8])[cH:7]1.[CH3:10][N:11]1[CH2:12][CH2:13][CH:14]([NH:17][CH3:18])[CH2:15][CH2:16]1.[CH3:133][c:134]1[cH:135][cH:136][cH:137][cH:138][cH:139]1.[CH3:65][C:66]([CH3:67])([O-:68])[CH3:69].[CH3:71][CH2:72][O:73][C:74](=[O:75])[CH3:76].[Na+:70].[O:115]=[C:116]([CH:117]=[CH:118][c:119]1[cH:120][cH:121][cH:122][cH:123][cH:124]1)[CH:125]=[CH:126][c:127]1[cH:128][cH:129][cH:130][cH:131][cH:132]1.[O:79]=[C:80]([CH:81]=[CH:82][c:83]1[cH:84][cH:85][cH:86][cH:87][cH:88]1)[CH:89]=[CH:90][c:91]1[cH:92][cH:93][cH:94][cH:95][cH:96]1.[O:97]=[C:98]([CH:99]=[CH:100][c:101]1[cH:102][cH:103][cH:104][cH:105][cH:106]1)[CH:107]=[CH:108][c:109]1[cH:110][cH:111][cH:112][cH:113][cH:114]1.[Pd:77].[Pd:78].[c:19]1([P:20]([c:21]2[cH:22][cH:23][cH:24][cH:25][cH:26]2)[c:27]2[cH:28][cH:29][c:30]3[c:31]([cH:32][cH:33][cH:34][cH:35]3)[c:36]2-[c:37]2[c:38]3[c:39]([cH:40][cH:41][cH:42][cH:43]3)[cH:44][cH:45][c:46]2[P:47]([c:48]2[cH:49][cH:50][cH:51][cH:52][cH:53]2)[c:54]2[cH:55][cH:56][cH:57][cH:58][cH:59]2)[cH:60][cH:61][cH:62][cH:63][cH:64]1>>[c:2]1([CH2:18][NH:17][CH:14]2[CH2:13][CH2:12][N:11]([CH3:10])[CH2:16][CH2:15]2)[cH:3][c:4]([Br:9])[cH:5][c:6]([F:8])[cH:7]1. Solvent: C(C)(=O)OCC (ethyl acetate). Reactants: S1C(=CC=C1)CC(=O)NC1[C@@H]2N(C(=C(CS2)CBr)C(=O)OC(C2=CC=CC=C2)C2=CC=CC=C2)C1=O (benzhydryl 7-(2-thienylacetamido)-3-bromomethyl-3-cephem-4-carboxylate), CN(P(=O)(N(C)C)N(C)C)C (HMPA), CN(P(=O)(N(C)C)N(C)C)C (hexamethylphosphoramide), OCCCC(=O)[O-].[Na+] (sodium 4-hydroxybutanoate). Procedure details: To a solution of 2.24 g. (3.8 mmol) of benzhydryl 7-(2-thienylacetamido)-3-bromomethyl-3-cephem-4-carboxylate in 20 ml. of hexamethylphosphoramide (HMPA) at 0° C. under nitrogen was added a suspension of 0.530 g. (4.2 mmol) of sodium 4-hydroxybutanoate in 25 ml. of HMPA. After stirring 1.5 hours, ethyl acetate was added, and the resulting solution was washed with water (5X) and brine and dried over anhydrous MgSO4. Evaporation in vacuo to dryness provided 2.12 g. of product which was combined wi... Product: S1C(=CC=C1)CC(=O)NC1[C@@H]2N(C(C(=CS2)COC(CCCO)=O)C(=O)OC(C2=CC=CC=C2)C2=CC=CC=C2)C1=O (Benzhydryl 7-(2-thienylacetamido)-3-(4-hydroxybutanoyloxymethyl)-2-cephem-4-carboxylate). Conditions: time 1.5 hour. As a reaction SMILES: [S:1]1[CH:5]=[CH:4][CH:3]=[C:2]1[CH2:6][C:7]([NH:9][CH:10]1[C:35](=[O:36])[N:12]2[C:13]([C:19]([O:21][CH:22]([C:29]3[CH:34]=[CH:33][CH:32]=[CH:31][CH:30]=3)[C:23]3[CH:28]=[CH:27][CH:26]=[CH:25][CH:24]=3)=[O:20])=[C:14]([CH2:17]Br)[CH2:15][S:16][C@H:11]12)=[O:8].CN(C)P(N(C)C)(N(C)C)=O.[OH:48][CH2:49][CH2:50][CH2:51][C:52]([O-:54])=[O:53].[Na+]>C(OCC)(=O)C>[S:1]1[CH:5]=[CH:4][CH:3]=[C:2]1[CH2:6][C:7]([NH:9][CH:10]1[C:35](=[O:36])[N:12]2[CH:13]([C:19]([O:21][CH:22]([C:29]3[CH:34]=[CH:33][CH:32]=[CH:31][CH:30]=3)[C:23]3[CH:28]=[CH:27][CH:26]=[CH:25][CH:24]=3)=[O:20])[C:14]([CH2:17][O:54][C:52](=[O:53])[CH2:51][CH2:50][CH2:49][OH:48])=[CH:15][S:16][C@H:11]12)=[O:8] |f:2.3|.